From a dataset of the Open Reaction Database (ORD), a public repository of structured organic reaction records. describe an organic reaction: reactants, conditions, products, and yield Starting materials: COC1=C(C=2C3=C(C(NC2C(=C1)C)=O)SC=C3)C3=CC=C(C=C3)[C@H](CN(C(OC(C)(C)C)=O)C)C ((R)-tert-butyl 2-(4-(8-methoxy-6-methyl-4-oxo-4,5-dihydrothieno[2,3-c]quinolin-9-yl)phenyl)propyl(methyl)carbamate), B(Br)(Br)Br (BBr3). Yields the product Br.NC[C@H](C)C1=CC=C(C=C1)C=1C=2C3=C(C(NC2C(=CC1O)C)=O)SC=C3 ((R)-9-(4-(1-Aminopropan-2-yl)phenyl)-8-hydroxy-6-methylthieno[2,3-c]quinolin-4(5H)-one Hydrobromide). The yield is 73.2%. RXN SMILES: C[O:2][C:3]1[CH:12]=[C:11]([CH3:13])[C:10]2[NH:9][C:8](=[O:14])[C:7]3[S:15][CH:16]=[CH:17][C:6]=3[C:5]=2[C:4]=1[C:18]1[CH:23]=[CH:22][C:21]([C@@H:24]([CH3:35])[CH2:25][N:26](C)C(=O)OC(C)(C)C)=[CH:20][CH:19]=1.B(Br)(Br)[Br:37]>>[BrH:37].[NH2:26][CH2:25][C@@H:24]([C:21]1[CH:20]=[CH:19][C:18]([C:4]2[C:5]3[C:6]4[CH:17]=[CH:16][S:15][C:7]=4[C:8](=[O:14])[NH:9][C:10]=3[C:11]([CH3:13])=[CH:12][C:3]=2[OH:2])=[CH:23][CH:22]=1)[CH3:35] |f:2.3|. Procedure details: Following General Procedure F, (R)-tert-butyl 2-(4-(8-methoxy-6-methyl-4-oxo-4,5-dihydrothieno[2,3-c]quinolin-9-yl)phenyl)propyl(methyl)carbamate (2.20 g, 4.60 mmol) was treated with BBr3 (1.0 M in CH2Cl2, 50 mL, 50 mmol) to afford the desired product as a yellow solid (1.50 g, 73%): 1H NMR (500 MHz, CD3OD) δ 7.58 (d, J=5.4 Hz, 1H), 7.55 (dd, J=7.9, 1.8 Hz, 1H), 7.45 (dd, J=7.8, 1.9 Hz, 1H), 7.35 (dd, J=7.9, 1.7 Hz, 1H), 7.30 (dd, J=7.7, 1.6 Hz, 1H), 7.08 (d, J=0.8 Hz, 1H), 6.17 (d, J=5.4 Hz, 1H... Reactants: C(C1=CC=CC=C1)OC(=O)N[C@@H](CC1=CC=CC2=CC=CC=C12)C(=O)O (N-benzyloxycarbonyl-3-(1-naphthyl)-L-alanine), CN1CCOCC1 (N-methylmorpholine), C(OCC)(=O)Cl (ethyl chlorocarbonate), Cl.C(C)OC([C@@H](N)CC(C)C)=O (L-leucine ethyl ester hydrochloride), CN1CCOCC1 (N-methylmorpholine). The solvent is O1CCCC1 (tetrahydrofuran). Reaction conditions: temperature -5 celsius, time 15 minute. Product: C(C)OC([C@@H](NC([C@@H](NC(=O)OCC1=CC=CC=C1)CC1=CC=CC2=CC=CC=C12)=O)CC(C)C)=O (N-benzyloxycarbonyl-3-(1-naphthyl)-L-alanyl-L-leucine ethyl ester). RXN SMILES: [CH2:1]([O:8][C:9]([NH:11][C@H:12]([C:24]([OH:26])=O)[CH2:13][C:14]1[C:23]2[C:18](=[CH:19][CH:20]=[CH:21][CH:22]=2)[CH:17]=[CH:16][CH:15]=1)=[O:10])[C:2]1[CH:7]=[CH:6][CH:5]=[CH:4][CH:3]=1.CN1CCOCC1.C(Cl)(=O)OCC.Cl.[CH2:41]([O:43][C:44](=[O:51])[C@H:45]([CH2:47][CH:48]([CH3:50])[CH3:49])[NH2:46])[CH3:42]>O1CCCC1>[CH2:41]([O:43][C:44](=[O:51])[C@H:45]([CH2:47][CH:48]([CH3:50])[CH3:49])[NH:46][C:24](=[O:26])[C@H:12]([CH2:13][C:14]1[C:23]2[C:18](=[CH:19][CH:20]=[CH:21][CH:22]=2)[CH:17]=[CH:16][CH:15]=1)[NH:11][C:9]([O:8][CH2:1][C:2]1[CH:3]=[CH:4][CH:5]=[CH:6][CH:7]=1)=[O:10])[CH3:42] |f:3.4|. Procedure: 3.49 g (10 mmole) of N-benzyloxycarbonyl-3-(1-naphthyl)-L-alanine and 1.21 g (12 mmole) of N-methylmorpholine were dissolved in 30 ml of anhydrous tetrahydrofuran, and then, whilst cooling the solution at -5° C., 1.30 g (12 mmole) of ethyl chlorocarbonate was added dropwise, with stirring, over a period of 15 minutes. 2.35 g (12 mmole) of L-leucine ethyl ester hydrochloride [which had been suspended in 10 ml of methylene chloride and neutralized with 1.21 g (12 mmole) of N-methylmorpholine] were... The reactants are ClC1=CC=C(C=C1)N1N=CC(=C(C1=O)I)I (2-(4-chlorophenyl)-4,5-diiodo-3(2H)-pyridazinone), ClC1=CC=C(C=N1)CO (6-chloro-3-pyridine-methanol), [OH-].[K+] (potassium hydroxide). Solvent: CN(C=O)C (N,N-dimethylformamide). Yields the product ClC1=CC=C(C=C1)N1N=CC(=C(C1=O)I)OCC=1C=NC(=CC1)Cl (2-(4-chlorophenyl)-5-{(6-chloro-3-pyridyl)-methoxy}-4-iodo-3(2H)-pyridazinone). Yield: 61.5%. RXN SMILES: [Cl:1][C:2]1[CH:7]=[CH:6][C:5]([N:8]2[C:13](=[O:14])[C:12]([I:15])=[C:11](I)[CH:10]=[N:9]2)=[CH:4][CH:3]=1.[Cl:17][C:18]1[N:23]=[CH:22][C:21]([CH2:24][OH:25])=[CH:20][CH:19]=1.[OH-].[K+]>CN(C)C=O>[Cl:1][C:2]1[CH:7]=[CH:6][C:5]([N:8]2[C:13](=[O:14])[C:12]([I:15])=[C:11]([O:25][CH2:24][C:21]3[CH:22]=[N:23][C:18]([Cl:17])=[CH:19][CH:20]=3)[CH:10]=[N:9]2)=[CH:4][CH:3]=1 |f:2.3|. Reported procedure: The procedures in Synthesis Example 2 were repeated by using 3.3 g (7.2 m mol) of 2-(4-chlorophenyl)-4,5-diiodo-3(2H)-pyridazinone, 1.1 g (7.7 m mol) of 6-chloro-3-pyridine-methanol, 0.4 g of potassium hydroxide and 80 ml of N,N-dimethylformamide to give 2.1 g of the intended product. (recrystallized from benzene) The reactants are N1(C=NC=C1)C=1C=C(SC1)C(CC(C(=O)O)C)=O (4-[4-(imidazol-1-yl)-thien-2-yl]-2-methyl-4-oxo-butyric acid), O.NN (hydrazine hydrate). Product: N1(C=NC=C1)C=1C=C(SC1)C=1CC(C(NN1)=O)C (4.5-dihydro-6-[4-(imidazol-1-yl)-thien-2-yl]-4-methyl-3(2H)-pyridazinone). Reaction SMILES: [N:1]1([C:6]2[CH:7]=[C:8]([C:11](=O)[CH2:12][CH:13]([CH3:17])[C:14](O)=[O:15])[S:9][CH:10]=2)[CH:5]=[CH:4][N:3]=[CH:2]1.O.[NH2:20][NH2:21]>>[N:1]1([C:6]2[CH:7]=[C:8]([C:11]3[CH2:12][CH:13]([CH3:17])[C:14](=[O:15])[NH:20][N:21]=3)[S:9][CH:10]=2)[CH:5]=[CH:4][N:3]=[CH:2]1 |f:1.2|. Reported procedure: This product is produced from 4-(imidazol-1-yl)-thiophen-2-aldehyde which is reacted with methacrylo nitrile to yield 4-[4-(imidazol-1-yl)-thien-2-yl]-2-methyl-4-oxo-butyric acid nitrile. This compound is hydrolized to 4-[4-(imidazol-1-yl)-thien-2-yl]-2-methyl-4-oxo-butyric acid and which is subjected to reaction with hydrazine hydrate to yield 4.5-dihydro-6-[4-(imidazol-1-yl)-thien-2-yl]-4-methyl-3(2H)-pyridazinone. Reactants: C(=O)C=1C=C2CCCC2=CC1 (5-formylindane), N[C@H](C(C)(C)S)C(=O)O (D-penicillamine). Solvent: CO (methanol). Conditions: time 48 hour. The product is CC1([C@@H](NC(S1)C=1C=C2CCCC2=CC1)C(=O)O)C (5,5-Dimethyl-2-(5-indanyl)-thiazolidine-4(S)-carboxylic acid). RXN SMILES: [CH:1]([C:3]1[CH:4]=[C:5]2[C:9](=[CH:10][CH:11]=1)[CH2:8][CH2:7][CH2:6]2)=O.[NH2:12][C@@H:13]([C:18]([OH:20])=[O:19])[C:14]([SH:17])([CH3:16])[CH3:15]>CO>[CH3:15][C:14]1([CH3:16])[S:17][CH:1]([C:3]2[CH:4]=[C:5]3[C:9](=[CH:10][CH:11]=2)[CH2:8][CH2:7][CH2:6]3)[NH:12][C@H:13]1[C:18]([OH:20])=[O:19]. Procedure details: 1.44 g (10 mmoles) of 5-formylindane are portionwise added to a solution containing 1.5 g of D-penicillamine in 100 ml of methanol at room temperature while stirring. After 48 hours, the mixture is evaporated to dryness. The residue is dissolved in ether with boiling, treated with activated carbon and filtered. The crude product is precipitated by adding petroleum ether. The thus-obtained product is dissolved in hot ethanol, clarified with carbon, filtered, then water is added up to a beginning ...